From a dataset of the Open Reaction Database (ORD), a public repository of structured organic reaction records. describe an organic reaction: reactants, conditions, products, and yield The solvent is C(C)O (ethanol). Reaction SMILES: I.CS[C:4](=[NH:18])[NH:5][C:6]1[CH:11]=[CH:10][CH:9]=[CH:8][C:7]=1[N:12]1[CH2:17][CH2:16][O:15][CH2:14][CH2:13]1.[CH3:19][NH:20][CH2:21][CH2:22][CH2:23]N>C(O)C>[CH3:19][N:20]1[CH2:21][CH2:22][CH2:23][NH:18][C:4]1=[N:5][C:6]1[CH:11]=[CH:10][CH:9]=[CH:8][C:7]=1[N:12]1[CH2:17][CH2:16][O:15][CH2:14][CH2:13]1 |f:0.1|. The reactants are I.CSC(NC1=C(C=CC=C1)N1CCOCC1)=N (2-methyl-1-(2-morpholinophenyl)-2-thiopseudourea hydroiodide), CNCCCN (3-methylaminopropylamine). The product is CN1C(NCCC1)=NC1=C(C=CC=C1)N1CCOCC1 (4-[2-(1-methylperhydropyrimidin-2-ylideneamino)phenyl]morpholine). Procedure details: A mixture of 2-methyl-1-(2-morpholinophenyl)-2-thiopseudourea hydroiodide (3.8 g prepared as described in Example 166), 3-methylaminopropylamine (2.6 g) and absolute ethanol (40 ml) was heated under reflux for 6 hours to give a solid which was recrystallised from ether to give 4-[2-(1-methylperhydropyrimidin-2-ylideneamino)phenyl]morpholine (m.p. 138°-139° C.). Starting materials: O=C([O-])[O-], CC(C)(C)OC(=O)NC(CCOS(C)(=O)=O)Cc1ccc(Cl)cc1, [Cs+], [Cs+], [Na+], O=C([O-])O, CN(C)C=O, c1cc2cc(-c3cn[nH]c3)ccc2cn1. Yields the product CC(C)(C)OC(=O)NC(CCn1cc(-c2ccc3cnccc3c2)cn1)Cc1ccc(Cl)cc1. RXN SMILES: [C:40](=[O:41])([O-:42])[O-:43].[CH3:16][S:17]([O:18][CH2:21][CH2:22][CH:23]([CH2:24][c:25]1[cH:26][cH:27][c:28]([Cl:31])[cH:29][cH:30]1)[NH:32][C:33](=[O:34])[O:35][C:36]([CH3:37])([CH3:38])[CH3:39])(=[O:19])=[O:20].[Cs+:44].[Cs+:45].[Na+:55].[O-:51][C:52]([OH:53])=[O:54].[O:46]=[CH:47][N:48]([CH3:49])[CH3:50].[nH:1]1[n:2][cH:3][c:4](-[c:6]2[cH:7][c:8]3[cH:9][cH:10][n:11][cH:12][c:13]3[cH:14][cH:15]2)[cH:5]1>>[n:1]1([CH2:21][CH2:22][CH:23]([CH2:24][c:25]2[cH:26][cH:27][c:28]([Cl:31])[cH:29][cH:30]2)[NH:32][C:33](=[O:34])[O:35][C:36]([CH3:37])([CH3:38])[CH3:39])[n:2][cH:3][c:4](-[c:6]2[cH:7][c:8]3[cH:9][cH:10][n:11][cH:12][c:13]3[cH:14][cH:15]2)[cH:5]1. Reactants: FC=1C=C2C(=CNC2=CC1)S(=O)(=O)C (5-fluoro-3-(methylsulfonyl)-1H-indole), ClC1=CC2=C(N(C(=N2)CCl)CCCS(=O)(=O)C)C=C1 (5-chloro-2-(chloromethyl)-1-(3-(methylsulfonyl)propyl)-1H-benzo[d]imidazole), ClC1=CC2=C(N(C(=N2)CCl)CCCS(=O)(=O)C)C=C1 (5-chloro-2-(chloromethyl)-1-(3-(methylsulfonyl)propyl)-1H-benzo[d]imidazole). Yields the product ClC1=CC2=C(N(C(=N2)CN2C=C(C3=CC(=CC=C23)F)S(=O)(=O)C)CCCS(=O)(=O)C)C=C1 (5-Chloro-2-{[5-fluoro-3-(methylsulfonyl)-1H-indol-1-yl]methyl}-1-[3-(methylsulfonyl)propyl]-1H-benzimidazole). RXN SMILES: [F:1][C:2]1[CH:3]=[C:4]2[C:8](=[CH:9][CH:10]=1)[NH:7][CH:6]=[C:5]2[S:11]([CH3:14])(=[O:13])=[O:12].[Cl:15][C:16]1[CH:33]=[CH:32][C:19]2[N:20]([CH2:25][CH2:26][CH2:27][S:28]([CH3:31])(=[O:30])=[O:29])[C:21]([CH2:23]Cl)=[N:22][C:18]=2[CH:17]=1>>[Cl:15][C:16]1[CH:33]=[CH:32][C:19]2[N:20]([CH2:25][CH2:26][CH2:27][S:28]([CH3:31])(=[O:29])=[O:30])[C:21]([CH2:23][N:7]3[C:8]4[C:4](=[CH:3][C:2]([F:1])=[CH:10][CH:9]=4)[C:5]([S:11]([CH3:14])(=[O:12])=[O:13])=[CH:6]3)=[N:22][C:18]=2[CH:17]=1. Procedure details: The title compound was prepared in analogy to Example 1-2 by using 5-fluoro-3-(methylsulfonyl)-1H-indole and 5-chloro-2-(chloromethyl)-1-(3-(methylsulfonyl)propyl)-1H-benzo[d]imidazole instead of 3-(methylsulfonyl)-1H-indole and 5-chloro-2-(chloromethyl)-1-(3-(methylsulfonyl)propyl)-1H-benzo[d]imidazole. Starting materials: C(Br)(Br)(Br)Br (Carbon tetrabromide), C(C)(C)OC=1C=C(C=O)C=CC1OC (isovanillin isopropyl ether). The reagents and catalysts are [Zn] (zinc). Run in CCCCCC (hexane), C(Cl)Cl (CH2Cl2). Run at temperature 0 celsius, time 22 hour. Product: BrC(=CC1=CC(=C(C=C1)OC)OC(C)C)Br (β,β-Dibromo-3-isopropoxy-4-methoxystyrene). Yield: 99.8%. RXN SMILES: [C:1]([Br:5])(Br)(Br)[Br:2].[CH:6]([O:9][C:10]1[CH:11]=[C:12]([CH:15]=[CH:16][C:17]=1[O:18][CH3:19])[CH:13]=O)([CH3:8])[CH3:7]>C(Cl)Cl.CCCCCC.[Zn]>[Br:2][C:1]([Br:5])=[CH:13][C:12]1[CH:15]=[CH:16][C:17]([O:18][CH3:19])=[C:10]([O:9][CH:6]([CH3:8])[CH3:7])[CH:11]=1. Procedure details: Carbon tetrabromide (51.3 g, 154.7 mmol) was added portion-wise to a magnetically stirred mixture of zinc dust (10.1 g, 154.5 mmol) and PP3 (40.5 g, 154.4 mmol) in CH2Cl2 (350 mL) maintained at 0° C. on an ice-salt bath. The resulting suspension was allowed to warm to room temperature and then stirred for a further 22 h. After this time the reaction mixture was re-cooled to 0° C. and isovanillin isopropyl ether (15.0 g, 77.3 mmol) was added dropwise over 2 min. The resulting mixture was allowed ... The reactants are ClC1=CC=C(C(=O)N2CC3=C(N=NC(=C3)NN)CC2)C=C1 (6-(p-chlorobenzoyl)-3-hydrazino-5,6,7,8-tetrahydropyrido[4,3-c]pyridazine), CC(=O)C (acetone). Yields the product ClC1=CC=C(C(=O)N2CC3=C(N=NC(=C3)NN=C(C)C)CC2)C=C1 (6-(p-Chlorobenzoyl)-3-isopropylidenehydrazino-5,6,7,8-tetrahydropyrido[4,3-c]pyridazine). As a reaction SMILES: [Cl:1][C:2]1[CH:21]=[CH:20][C:5]([C:6]([N:8]2[CH2:19][CH2:18][C:11]3[N:12]=[N:13][C:14]([NH:16][NH2:17])=[CH:15][C:10]=3[CH2:9]2)=[O:7])=[CH:4][CH:3]=1.[CH3:22][C:23]([CH3:25])=O>>[Cl:1][C:2]1[CH:3]=[CH:4][C:5]([C:6]([N:8]2[CH2:19][CH2:18][C:11]3[N:12]=[N:13][C:14]([NH:16][N:17]=[C:23]([CH3:25])[CH3:22])=[CH:15][C:10]=3[CH2:9]2)=[O:7])=[CH:20][CH:21]=1. Procedure: A suspension of 3.1 g of crude 6-(p-chlorobenzoyl)-3-hydrazino-5,6,7,8-tetrahydropyrido[4,3-c]pyridazine in 30 cc of acetone is heated on a water bath for 1 hour. The title compound has a M.P. of 221°-223° (decomp., from ethanol).